From a dataset of the Open Reaction Database (ORD), a public repository of structured organic reaction records. describe an organic reaction: reactants, conditions, products, and yield Starting materials: C(C)(=O)OCC (Ethyl acetate), C(C)C=1NC=C(N1)C1=CC=CC=C1 (2-Ethyl-4-phenylimidazole), ClCC1=CC2=C(/C(/C3=C(OC2)C=CC=C3)=C(\C#N)/C)C=C1 ((E)-2-(8-chloromethyl-6,11-dihydrodibenzo[b,e]oxepin-11-ylidene)propiononitrile), C([O-])([O-])=O.[K+].[K+] (potassium carbonate). The solvent is CN(C)C=O (DMF). Conditions: time 15 minute. The product is C(C)C=1N(C=C(N1)C1=CC=CC=C1)CC1=CC2=C(/C(/C3=C(OC2)C=CC=C3)=C(\C#N)/C)C=C1 ((E)-2-[8-(2-ethyl-4-phenylimidazol-1-yl)methyl-6,11-dihydrodibenzo[b,e]oxepin-11-ylidene]propiononitrile). The yield is 99.6%. Reaction SMILES: [CH2:1]([C:3]1[NH:4][CH:5]=[C:6]([C:8]2[CH:13]=[CH:12][CH:11]=[CH:10][CH:9]=2)[N:7]=1)[CH3:2].C(=O)([O-])[O-].[K+].[K+].Cl[CH2:21][C:22]1[CH:40]=[CH:39][C:25]2/[C:26](=[C:35](/[CH3:38])\[C:36]#[N:37])/[C:27]3[CH:34]=[CH:33][CH:32]=[CH:31][C:28]=3[O:29][CH2:30][C:24]=2[CH:23]=1.C(OCC)(=O)C>CN(C=O)C>[CH2:1]([C:3]1[N:4]([CH2:21][C:22]2[CH:40]=[CH:39][C:25]3/[C:26](=[C:35](/[CH3:38])\[C:36]#[N:37])/[C:27]4[CH:34]=[CH:33][CH:32]=[CH:31][C:28]=4[O:29][CH2:30][C:24]=3[CH:23]=2)[CH:5]=[C:6]([C:8]2[CH:13]=[CH:12][CH:11]=[CH:10][CH:9]=2)[N:7]=1)[CH3:2] |f:1.2.3|. Procedure details: [step 1] 2-Ethyl-4-phenylimidazole (Tetrahedron Lett. 2001, p 7079; 192 mg, 1.12 mmol) was dissolved in DMF (4.8 mL), potassium carbonate (0.700 g, 5.07 mmol) was added, and the mixture was stirred for 15 min. To this mixture was added (E)-2-(8-chloromethyl-6,11-dihydrodibenzo[b,e]oxepin-11-ylidene)propiononitrile (300 mg, 1.01 mmol) obtained in Reference Example B5, and the mixture was stirred at 60° C. for 3 hr. Ethyl acetate was added to the mixture, and the organic layer was washed with brin... The reactants are C(Cl)(Cl)Cl.CO.O.N (chloroform methanol ammonia water), NCCCC1C(COC2=CC(=CC=C12)OCOC)(C)C1=CC=C(C=C1)OCOC ((3RS,4RS)-4-(3-aminopropyl)-7-methoxymethoxy-3-(4-methoxymethoxyphenyl)-3-methylchroman), FC(CCCS(=O)CCCCC=O)(C(F)(F)F)F (5-(4,4,5,5,5-pentafluoropentylsulfinyl)pentanal), C(#N)[BH3-].[Na+] (sodium cyanoborohydride). Run in O (water), CO (methanol), CO (methanol). Conditions: time 2 hour. The product is COCOC1=CC=C2C(C(COC2=C1)(C)C1=CC=C(C=C1)OCOC)CCCNCCCCCS(=O)CCCC(C(F)(F)F)(F)F ((3RS,4RS)-7-methoxymethoxy-3-(4-methoxymethoxyphenyl)-3-methyl-4-{3-[N-5-(4,4,5,5,5-pentafluoropentylsulfinyl)pe ntylamino]propyl}chroman). Yield: 29.4%. As a reaction SMILES: [NH2:1][CH2:2][CH2:3][CH2:4][CH:5]1[C:14]2[C:9](=[CH:10][C:11]([O:15][CH2:16][O:17][CH3:18])=[CH:12][CH:13]=2)[O:8][CH2:7][C:6]1([C:20]1[CH:25]=[CH:24][C:23]([O:26][CH2:27][O:28][CH3:29])=[CH:22][CH:21]=1)[CH3:19].[F:30][C:31]([F:47])([C:43]([F:46])([F:45])[F:44])[CH2:32][CH2:33][CH2:34][S:35]([CH2:37][CH2:38][CH2:39][CH2:40][CH:41]=O)=[O:36].C([BH3-])#N.[Na+].C(Cl)(Cl)Cl.CO.O.N>CO.O>[CH3:18][O:17][CH2:16][O:15][C:11]1[CH:10]=[C:9]2[C:14]([CH:5]([CH2:4][CH2:3][CH2:2][NH:1][CH2:41][CH2:40][CH2:39][CH2:38][CH2:37][S:35]([CH2:34][CH2:33][CH2:32][C:31]([F:47])([F:30])[C:43]([F:44])([F:45])[F:46])=[O:36])[C:6]([C:20]3[CH:21]=[CH:22][C:23]([O:26][CH2:27][O:28][CH3:29])=[CH:24][CH:25]=3)([CH3:19])[CH2:7][O:8]2)=[CH:13][CH:12]=1 |f:2.3,4.5.6.7|. Procedure: To a solution of (3RS,4RS)-4-(3-aminopropyl)-7-methoxymethoxy-3-(4-methoxymethoxyphenyl)-3-methylchroman (80 mg, 0.20 mmol) and 5-(4,4,5,5,5-pentafluoropentylsulfinyl)pentanal (80 mg, 0.19 mmol) in methanol (5 ml) was added a solution of sodium cyanoborohydride (12 mg, 0.19 mmol) in methanol (5 ml), which was then stirred at 0 for 2 hours. The reaction solution was poured into water and extracted with chloroform. The organic layer was dried over anhydrous magnesium sulfate, and concentrated unde... Reported procedure: A solution of 9.0 g of 4-(benzyloxy)-3-methoxy-α-(3-phenylpropyl)benzyl alcohol in 250 ml of methylene chloride is treated with 90 g of manganese dioxide and held at the reflux temperature for 2 hours. After cooling, the precipitate is filtered under suction and washed with methylene chloride. The filtrate is evaporated and the residue is recrystallized from ethyl acetate/ether. There is obtained 4'-(benzyloxy)-3'-methoxy-4-phenylbutyrophenone in the form of colorless crystals of m.p. 81°-82°. Product: C(C1=CC=CC=C1)OC1=C(C=C(C=C1)C(CCCC1=CC=CC=C1)=O)OC (4'-(benzyloxy)-3'-methoxy-4-phenylbutyrophenone). Run in C(Cl)Cl (methylene chloride). Conditions: time 2 hour. The reactants are C(C1=CC=CC=C1)OC1=C(C=C(C(CCCC2=CC=CC=C2)O)C=C1)OC (4-(benzyloxy)-3-methoxy-α-(3-phenylpropyl)benzyl alcohol). RXN SMILES: [CH2:1]([O:8][C:9]1[CH:25]=[CH:24][C:12]([CH:13]([OH:23])[CH2:14][CH2:15][CH2:16][C:17]2[CH:22]=[CH:21][CH:20]=[CH:19][CH:18]=2)=[CH:11][C:10]=1[O:26][CH3:27])[C:2]1[CH:7]=[CH:6][CH:5]=[CH:4][CH:3]=1>C(Cl)Cl.[O-2].[O-2].[Mn+4]>[CH2:1]([O:8][C:9]1[CH:25]=[CH:24][C:12]([C:13](=[O:23])[CH2:14][CH2:15][CH2:16][C:17]2[CH:22]=[CH:21][CH:20]=[CH:19][CH:18]=2)=[CH:11][C:10]=1[O:26][CH3:27])[C:2]1[CH:3]=[CH:4][CH:5]=[CH:6][CH:7]=1 |f:2.3.4|. The reagents and catalysts are [O-2].[O-2].[Mn+4] (manganese dioxide). Starting materials: N(=[N+]=[N-])[C@H](C(=O)NC=1C=NC=C(C1CC[C@@H]1CN([C@@H](CO1)COC(NCC(F)(F)F)=O)C(=O)OC(C)(C)C)F)[C@@H](C1=CC=C(C=C1)Cl)C1=CC2=C(OCO2)C=C1 ((2R,5S)-tert-butyl 2-(2-(3-((2S,3S)-2-azido-3-(benzo[d][1,3]dioxol-5-yl)-3-(4-chlorophenyl)propanamido)-5-fluoropyridin-4-yl)ethyl)-5-((((2,2,2-trifluoroethyl)carbamoyl)oxy)methyl)morpholine-4-carboxylate), CP(C)C (trimethylphosphine). Solvent: CCOC(=O)C (EtOAc), O (water), O (water). Conditions: time 2 hour. Yields the product N[C@H](C(=O)NC=1C=NC=C(C1CC[C@@H]1CN([C@@H](CO1)COC(NCC(F)(F)F)=O)C(=O)OC(C)(C)C)F)[C@@H](C1=CC=C(C=C1)Cl)C1=CC2=C(OCO2)C=C1 ((2R,5S)-tert-butyl 2-(2-(3-((2S,3S)-2-amino-3-(benzo[d][1,3]dioxol-5-yl)-3-(4-chlorophenyl)propanamido)-5-fluoropyridin-4-yl)ethyl)-5-((((2,2,2-trifluoroethyl)carbamoyl)oxy)methyl)morpholine-4-carboxylate). Reaction SMILES: [N:1]([C@@H:4]([C@H:40]([C:48]1[CH:56]=[CH:55][C:51]2[O:52][CH2:53][O:54][C:50]=2[CH:49]=1)[C:41]1[CH:46]=[CH:45][C:44]([Cl:47])=[CH:43][CH:42]=1)[C:5]([NH:7][C:8]1[CH:9]=[N:10][CH:11]=[C:12]([F:39])[C:13]=1[CH2:14][CH2:15][C@H:16]1[O:21][CH2:20][C@@H:19]([CH2:22][O:23][C:24](=[O:31])[NH:25][CH2:26][C:27]([F:30])([F:29])[F:28])[N:18]([C:32]([O:34][C:35]([CH3:38])([CH3:37])[CH3:36])=[O:33])[CH2:17]1)=[O:6])=[N+]=[N-].CP(C)C>CCOC(C)=O.O>[NH2:1][C@@H:4]([C@H:40]([C:48]1[CH:56]=[CH:55][C:51]2[O:52][CH2:53][O:54][C:50]=2[CH:49]=1)[C:41]1[CH:42]=[CH:43][C:44]([Cl:47])=[CH:45][CH:46]=1)[C:5]([NH:7][C:8]1[CH:9]=[N:10][CH:11]=[C:12]([F:39])[C:13]=1[CH2:14][CH2:15][C@H:16]1[O:21][CH2:20][C@@H:19]([CH2:22][O:23][C:24](=[O:31])[NH:25][CH2:26][C:27]([F:28])([F:30])[F:29])[N:18]([C:32]([O:34][C:35]([CH3:36])([CH3:37])[CH3:38])=[O:33])[CH2:17]1)=[O:6]. Procedure details: To a solution of the product from step 2 (80 mg, 0.102 mmol) in EtOAc (8 mL) and water (2 mL), was added trimethylphosphine (0.5 mL, 1M solution in THF, 0.5 mmol). The reaction mixture was stirred at ambient temperature for 2 h, then diluted with water (20 mL) and extracted with EtOAc (25 mL×3). The combined organic extracts were washed with brine (25 mL), dried (Na2SO4), filtered, and concentrated under reduced pressure to provide the title compound as colorless oil. This material was used in t... Reactants: ClC1=CC(=C(C=C1OC1=C(C=C(C=C1)[N+](=O)[O-])C#N)NC(C(F)(F)F)=O)F (N-[4-chloro-5-(2-cyano-4-nitrophenoxy)-2-fluorophenyl]-2,2,2-trifluoroacetamide), O1CCCC1 (tetrahydrofuran), reduced iron. The solvent is C(C)(=O)O (acetic acid). Run at temperature 60 celsius, time 2 hour. Product: NC1=CC(=C(OC=2C(=CC(=C(C2)NC(C(F)(F)F)=O)F)Cl)C=C1)C#N (N-[5-(4-amino-2-cyanophenoxy)-4-chloro-2-fluorophenyl]-2,2,2-trifluoroacetamide). Isolated yield 82.4%. As a reaction SMILES: [Cl:1][C:2]1[C:7]([O:8][C:9]2[CH:14]=[CH:13][C:12]([N+:15]([O-])=O)=[CH:11][C:10]=2[C:18]#[N:19])=[CH:6][C:5]([NH:20][C:21](=[O:26])[C:22]([F:25])([F:24])[F:23])=[C:4]([F:27])[CH:3]=1.O1CCCC1>C(O)(=O)C>[NH2:15][C:12]1[CH:13]=[CH:14][C:9]([O:8][C:7]2[C:2]([Cl:1])=[CH:3][C:4]([F:27])=[C:5]([NH:20][C:21](=[O:26])[C:22]([F:23])([F:24])[F:25])[CH:6]=2)=[C:10]([C:18]#[N:19])[CH:11]=1. Reported procedure: To a solution of N-[4-chloro-5-(2-cyano-4-nitrophenoxy)-2-fluorophenyl]-2,2,2-trifluoroacetamide (16.0 g, 39.6 mmol) in acetic acid (850 ml)/tetrahydrofuran (500 mL) was added reduced iron (11.1 g, 198 mmol), and the mixture was stirred at 60° C. for 2 hr. The reaction mixture was cooled to room temperature, insoluble material was filtered off through a pad of celite, and washed with acetic acid. The filtrate and washings were combined and the mixture was concentrated under reduced pressure. The... Starting materials: CCOC(=O)C(F)P(=O)(OCC)OCC (triethyl-2-fluoro-2-phophonoacetate), N12CCCCCC2=NCCC1 (1,8-diazabicyclo[5.4.0]undec-7-ene), C(=O)(OC(C)(C)C)N1CCC(CC1)C=O (N-Boc-piperidine-4-carboxaldehyde), [Cl-].[Li+] (lithium chloride), [Cl-].[Li+] (Lithium chloride). Solvent: C(C)#N (acetonitrile), C(C)#N (acetonitrile). Conditions: time 24 hour. Product: Compound 9, F\C(\C(=O)OCC)=C\C1CCN(CC1)C(=O)OC(C)(C)C ((E)-ethyl 2-fluoro-3-(N-Boc-piperdin-4-yl)propenoate). RXN SMILES: [Cl-].[Li+].[CH3:3][CH2:4][O:5][C:6]([CH:8](P(OCC)(OCC)=O)[F:9])=[O:7].N12CCCN=C1CCCCC2.[C:29]([N:36]1[CH2:41][CH2:40][CH:39]([CH:42]=O)[CH2:38][CH2:37]1)([O:31][C:32]([CH3:35])([CH3:34])[CH3:33])=[O:30]>C(#N)C>[F:9]/[C:8](=[CH:42]/[CH:39]1[CH2:40][CH2:41][N:36]([C:29]([O:31][C:32]([CH3:33])([CH3:35])[CH3:34])=[O:30])[CH2:37][CH2:38]1)/[C:6]([O:5][CH2:4][CH3:3])=[O:7] |f:0.1|. Procedure details: Compound 9 was prepared using the methods described in Scheme AE. Intermediate AE1 was prepared as follows. Lithium chloride (0.39 g) was added to a solution cooled to 0° C. of triethyl-2-fluoro-2-phophonoacetate (1.84 mL) and 1,8-diazabicyclo[5.4.0]undec-7-ene (1.15 mL) in acetonitrile (6 mL). The mixture was stirred until the lithium chloride was dissolved to form a homogeneous solution. N-Boc-piperidine-4-carboxaldehyde (1.61 g) in acetonitrile (2.0 mL) was added to the mixture and stirred fo...